Dataset: the Open Reaction Database (ORD), a public repository of structured organic reaction records. Task: describe an organic reaction: reactants, conditions, products, and yield The product is C(CO)(=O)O (glycolic acid), C(CC)(=O)O (propionic acid). The reactants are esters, C(CC)(=O)O (Propionic Acid), 2′-(propionyloxy)acetoxyacetic acid, C(CC)(=O)OCC(=O)O (2-propionoxyacetic acid), [C]=O (Carbon Monoxide), C=O (Formaldehyde), C(CC)(=O)O (propionic acid). Run in O (Water), O (water). Reported procedure: FIGS. 1 and 2 present two, non-limiting embodiments or the instant invention described herein in detail. In a first embodiment of the invention as laid out in FIG. 1, Carbon Monoxide Stream 1, Aqueous Formaldehyde Stream 2, and Propionic Acid Stream 3 are fed to Hydrocarboxylation Reactor 50 which comprises a fixed bed, solid catalyst (not shown). The Effluent Stream 4 comprises the esters of glycolic and propionic acid including 2-propionoxyacetic acid and (2′-(propionyloxy)acetoxyacetic acid. ... Reaction SMILES: [C]=O.C=O.[C:5]([OH:9])(=[O:8])[CH2:6][CH3:7].C([O:14][CH2:15][C:16]([OH:18])=[O:17])(=O)CC>O>[C:16]([OH:18])(=[O:17])[CH2:15][OH:14].[C:5]([OH:9])(=[O:8])[CH2:6][CH3:7] |^3:0|. Reactants: O=C([O-])C(=O)[O-], NC(=O)c1ccccc1OCC1CC1, NC1CN2CCC1CC2, O. Product: O=C(NC(=O)c1ccccc1OCC1CC1)NC1CN2CCC1CC2. Reaction SMILES: [C:24]([C:25](=[O:26])[O-:29])([O-:27])=[O:28].[CH:10]1([CH2:13][O:14][c:15]2[c:16]([C:17](=[O:18])[NH2:19])[cH:20][cH:21][cH:22][cH:23]2)[CH2:11][CH2:12]1.[NH2:1][CH:2]1[CH2:3][N:4]2[CH2:5][CH2:6][CH:7]1[CH2:8][CH2:9]2.[OH2:30]>>[NH:1]([CH:2]1[CH2:3][N:4]2[CH2:5][CH2:6][CH:7]1[CH2:8][CH2:9]2)[C:25]([NH:19][C:17]([c:16]1[c:15]([O:14][CH2:13][CH:10]2[CH2:11][CH2:12]2)[cH:23][cH:22][cH:21][cH:20]1)=[O:18])=[O:26]. Reactants: C(OC1=CC=C(C=C1)S(=O)(=O)N1[C@H](C(NC2=CC=C(C=C12)Br)=O)CC)(OCC)=O (4-{[(2S)-7-Bromo-2-ethyl-3-oxo-3,4-dihydroquinoxalin-1(2H)-yl]sulfonyl}phenyl ethyl carbonate), ICC (iodoethane), C(C)[C@H]1C(N(C2=CC=C(C=C2N1S(=O)(=O)C1=CC=C(C=C1)O)F)CCC)=O ((3S)-3-ethyl-6-fluoro-4-[(4-hydroxyphenyl)sulfonyl]-1-propyl-3,4-dihydroquinoxalin-2(1H)-one). Product: BrC=1C=C2N([C@H](C(N(C2=CC1)CC)=O)CC)S(=O)(=O)C1=CC=C(C=C1)O ((3S)-6-bromo-1,3-diethyl-4-[(4-hydroxyphenyl)sulfonyl]-3,4-dihydroquinoxalin-2(1H)-one). As a reaction SMILES: C(=O)(OCC)[O:2][C:3]1[CH:8]=[CH:7][C:6]([S:9]([N:12]2[C:21]3[C:16](=[CH:17][CH:18]=[C:19]([Br:22])[CH:20]=3)[NH:15][C:14](=[O:23])[C@@H:13]2[CH2:24][CH3:25])(=[O:11])=[O:10])=[CH:5][CH:4]=1.I[CH2:31][CH3:32].C([C@@H]1N(S(C2C=CC(O)=CC=2)(=O)=O)C2C(=CC=C(F)C=2)N(CCC)C1=O)C>>[Br:22][C:19]1[CH:20]=[C:21]2[C:16](=[CH:17][CH:18]=1)[N:15]([CH2:31][CH3:32])[C:14](=[O:23])[C@H:13]([CH2:24][CH3:25])[N:12]2[S:9]([C:6]1[CH:7]=[CH:8][C:3]([OH:2])=[CH:4][CH:5]=1)(=[O:11])=[O:10]. Procedure: 4-{[(2S)-7-Bromo-2-ethyl-3-oxo-3,4-dihydroquinoxalin-1(2H)-yl]sulfonyl}phenyl ethyl carbonate was treated with iodoethane according to the procedure for the preparation of (3S)-3-ethyl-6-fluoro-4-[(4-hydroxyphenyl)sulfonyl]-1-propyl-3,4-dihydroquinoxalin-2(1H)-one (see Example 20) to yield (3S)-6-bromo-1,3-diethyl-4-[(4-hydroxyphenyl)sulfonyl]-3,4-dihydroquinoxalin-2(1H)-one. [α]D25=−190° (c=0.0052 G/ML, DMSO); MS (ESI) m/z 439/441 ([M+H]+); MS (ESI) m/z 437/439 ([M−H]−); Anal. Calcd for C18H19B... Starting materials: BrC=1C=CC(=C(C(=O)O)C1)C (5-bromo-2-methylbenzoic acid), NC=1C(=C(C(=O)OC)C=CC1C)C (methyl 3-amino-2,4-dimethylbenzoate), C(C)(C)N(C(C)C)CC (N,N-diisopropylethylamine), CCCP1(=O)OP(=O)(OP(=O)(O1)CCC)CCC (1-propanephosphonic acid cyclic anhydride). Solvent: C(Cl)Cl (CH2Cl2). Run at time 10 minute. Product: BrC=1C=CC(=C(C(=O)NC=2C(=C(C(=O)OC)C=CC2C)C)C1)C (methyl 3-[(5-bromo-2-methyl-benzoyl)amino]-2,4-dimethyl-benzoate). The yield is 88.6%. RXN SMILES: [Br:1][C:2]1[CH:3]=[CH:4][C:5]([CH3:11])=[C:6]([CH:10]=1)[C:7](O)=[O:8].[NH2:12][C:13]1[C:14]([CH3:24])=[C:15]([CH:20]=[CH:21][C:22]=1[CH3:23])[C:16]([O:18][CH3:19])=[O:17].C(N(CC)C(C)C)(C)C.CCCP1(OP(CCC)(=O)OP(CCC)(=O)O1)=O>C(Cl)Cl>[Br:1][C:2]1[CH:3]=[CH:4][C:5]([CH3:11])=[C:6]([CH:10]=1)[C:7]([NH:12][C:13]1[C:14]([CH3:24])=[C:15]([CH:20]=[CH:21][C:22]=1[CH3:23])[C:16]([O:18][CH3:19])=[O:17])=[O:8]. Procedure: To a solution of 5-bromo-2-methylbenzoic acid (2.0 g, 0.0093 mol) in CH2Cl2 (20 mL) at 0° C. are added methyl 3-amino-2,4-dimethylbenzoate (1.49 g, 0.0084 mol, see preparation 10) and N,N-diisopropylethylamine (4.79 g, 0.0372 mol). After stirring the reaction mixture for 10 minutes, 1-propanephosphonic acid cyclic anhydride (50% solution in ethyl acetate, 8.87 g, 0.028 mol) is added via syringe and stirred at 50° C. After 16 hours, the solvent is removed under reduced pressure and the residue is... The reactants are C, CN(C)S(=O)(=O)n1ccnc1CC(Cc1nccn1S(=O)(=O)N(C)C)NC(=O)OCc1ccccc1, CCO, [H][H], [Pd]. The product is CN(C)S(=O)(=O)n1ccnc1CC(N)Cc1nccn1S(=O)(=O)N(C)C. Reaction SMILES: [C:39].[CH3:1][N:2]([S:3](=[O:4])(=[O:5])[n:6]1[c:7]([CH2:11][CH:12]([CH2:13][c:14]2[n:15]([S:19](=[O:20])(=[O:21])[N:22]([CH3:23])[CH3:24])[cH:16][cH:17][n:18]2)[NH:25][C:26](=[O:27])[O:28][CH2:29][c:30]2[cH:31][cH:32][cH:33][cH:34][cH:35]2)[n:8][cH:9][cH:10]1)[CH3:36].[CH3:41][CH2:42][OH:43].[H:37][H:38].[Pd:40]>>[CH3:1][N:2]([S:3](=[O:4])(=[O:5])[n:6]1[c:7]([CH2:11][CH:12]([CH2:13][c:14]2[n:15]([S:19](=[O:20])(=[O:21])[N:22]([CH3:23])[CH3:24])[cH:16][cH:17][n:18]2)[NH2:25])[n:8][cH:9][cH:10]1)[CH3:36]. The reactants are C(O)([O-])=O.[Na+] (sodium hydrogen carbonate), C(C)(C)(C)OC(N([C@H](CC1=CC=CC=C1)C(NCC1OCCC1)=O)C)=O (Methyl-((1R)-2-phenyl-1-((tetrahydrofuran-2-ylmethyl)carbamoyl)ethyl)carbamic acid tert-butyl ester), FC(C(=O)O)(F)F (trifluoroacetic acid), C(O)([O-])=O.[Na+].C([O-])([O-])=O.[Na+].[Na+] (sodium hydrogen carbonate sodium carbonate). Solvent: C(Cl)Cl (methylene chloride), C(Cl)Cl (Methylene chloride). Reaction conditions: time 1 hour. Procedure: Methyl-((1R)-2-phenyl-1-((tetrahydrofuran-2-ylmethyl)carbamoyl)ethyl)carbamic acid tert-butyl ester (5.5 g; 15.2 mmol) was dissolved in methylene chloride (20 mL) and trifluoroacetic acid (20 mL) was added. The reaction mixture was stirred for 1 hour at room temperature. Methylene chloride (100 mL) and an aqueous solution of sodium hydrogen carbonate/sodium carbonate (pH 9, 50 mL) were added and solid sodium hydrogen carbonate was added until pH 8. The aqueous phase was extracted with methylene ... The product is C[C@](C(=O)NCC1OCCC1)(CC1=CC=CC=C1)N ((2R)-2-Methyl-amino-3-phenyl-N-((2-tetrahydrofuranyl)methyl)propionamide). RXN SMILES: C(OC(=O)[N:7](C)[C@@H:8]([C:16](=[O:24])[NH:17][CH2:18][CH:19]1[CH2:23][CH2:22][CH2:21][O:20]1)[CH2:9][C:10]1[CH:15]=[CH:14][CH:13]=[CH:12][CH:11]=1)(C)(C)C.F[C:28](F)(F)C(O)=O.C(=O)([O-])O.[Na+].C(=O)([O-])[O-].[Na+].[Na+].C(=O)([O-])O.[Na+]>C(Cl)Cl>[CH3:28][C@@:8]([NH2:7])([CH2:9][C:10]1[CH:11]=[CH:12][CH:13]=[CH:14][CH:15]=1)[C:16]([NH:17][CH2:18][CH:19]1[CH2:23][CH2:22][CH2:21][O:20]1)=[O:24] |f:2.3.4.5.6,7.8|. The reactants are CCOC(=O)Cn1ccc2ccc(O)cc21, CCCCP(CCCC)CCCC, Cn1nc(-c2ccc(Cl)c(Cl)c2)cc1CO. Product: CCOC(=O)Cn1ccc2ccc(OCc3cc(-c4ccc(Cl)c(Cl)c4)nn3C)cc21. Reaction SMILES: [CH2:1]([CH3:2])[O:3][C:4]([CH2:5][n:6]1[cH:7][cH:8][c:9]2[cH:10][cH:11][c:12]([OH:15])[cH:13][c:14]12)=[O:16].[CH2:33]([P:34]([CH2:35][CH2:36][CH2:37][CH3:38])[CH2:39][CH2:40][CH2:41][CH3:42])[CH2:43][CH2:44][CH3:45].[Cl:17][c:18]1[cH:19][c:20](-[c:25]2[cH:26][c:27]([CH2:31][OH:32])[n:28]([CH3:30])[n:29]2)[cH:21][cH:22][c:23]1[Cl:24]>>[CH2:1]([CH3:2])[O:3][C:4]([CH2:5][n:6]1[cH:7][cH:8][c:9]2[cH:10][cH:11][c:12]([O:15][CH2:31][c:27]3[cH:26][c:25](-[c:20]4[cH:19][c:18]([Cl:17])[c:23]([Cl:24])[cH:22][cH:21]4)[n:29][n:28]3[CH3:30])[cH:13][c:14]12)=[O:16].